This data is from the Open Reaction Database (ORD), a public repository of structured organic reaction records. The task is: describe an organic reaction: reactants, conditions, products, and yield Starting materials: CS(C)=O, CCOC(C)=O, NC1CCC(N)CC1, N#Cc1cc(NCc2cccc(F)c2)nc(-c2cc(F)ncc2Cl)c1. Product: N#Cc1cc(NCc2cccc(F)c2)nc(-c2cc(NC3CCC(N)CC3)ncc2Cl)c1. RXN SMILES: [CH3:26][S:27]([CH3:28])=[O:29].[CH3:38][CH2:39][O:40][C:41]([CH3:42])=[O:43].[CH:30]1([NH2:37])[CH2:31][CH2:32][CH:33]([NH2:36])[CH2:34][CH2:35]1.[Cl:1][c:2]1[c:3](-[c:9]2[n:10][c:11]([NH:17][CH2:18][c:19]3[cH:20][c:21]([F:25])[cH:22][cH:23][cH:24]3)[cH:12][c:13]([C:15]#[N:16])[cH:14]2)[cH:4][c:5]([F:8])[n:6][cH:7]1>>[Cl:1][c:2]1[c:3](-[c:9]2[n:10][c:11]([NH:17][CH2:18][c:19]3[cH:20][c:21]([F:25])[cH:22][cH:23][cH:24]3)[cH:12][c:13]([C:15]#[N:16])[cH:14]2)[cH:4][c:5]([NH:37][CH:30]2[CH2:31][CH2:32][CH:33]([NH2:36])[CH2:34][CH2:35]2)[n:6][cH:7]1. Reactants: C1CCOC1, COC(=O)c1ccccc1Nc1ccc(CCCc2ccc(Cl)c(Cl)c2)cc1, CCO, [Na+], [OH-]. The product is O=C(O)c1ccccc1Nc1ccc(CCCc2ccc(Cl)c(Cl)c2)cc1. Reaction SMILES: [CH2:34]1[O:35][CH2:36][CH2:37][CH2:38]1.[CH3:1][O:2][C:3]([c:4]1[c:5]([NH:10][c:11]2[cH:12][cH:13][c:14]([CH2:17][CH2:18][CH2:19][c:20]3[cH:21][c:22]([Cl:27])[c:23]([Cl:26])[cH:24][cH:25]3)[cH:15][cH:16]2)[cH:6][cH:7][cH:8][cH:9]1)=[O:28].[CH3:31][CH2:32][OH:33].[Na+:30].[OH-:29]>>[O:2]=[C:3]([c:4]1[c:5]([NH:10][c:11]2[cH:12][cH:13][c:14]([CH2:17][CH2:18][CH2:19][c:20]3[cH:21][c:22]([Cl:27])[c:23]([Cl:26])[cH:24][cH:25]3)[cH:15][cH:16]2)[cH:6][cH:7][cH:8][cH:9]1)[OH:28]. The reactants are O=C([O-])[O-], CC(C)(C)C(=O)OCI, Cc1cc(C)cc(Sc2c(C(C)C)nc(C)n2COCCOC(=O)CCC(=O)[O-])c1, CN(C)C=O, [K+], [K+]. Product: Cc1cc(C)cc(Sc2c(C(C)C)nc(C)n2COCCOC(=O)CCC(=O)OCOC(=O)C(C)(C)C)c1. RXN SMILES: [C:31](=[O:32])([O-:33])[O-:34].[C:37]([C:38]([CH3:39])([CH3:40])[CH3:41])(=[O:42])[O:43][CH2:44][I:45].[CH3:1][c:2]1[cH:3][c:4]([S:9][c:10]2[c:11]([CH:28]([CH3:29])[CH3:30])[n:12][c:13]([CH3:27])[n:14]2[CH2:15][O:16][CH2:17][CH2:18][O:19][C:20]([CH2:21][CH2:22][C:23](=[O:24])[O-:25])=[O:26])[cH:5][c:6]([CH3:8])[cH:7]1.[CH3:46][N:47]([CH3:48])[CH:49]=[O:50].[K+:35].[K+:36]>>[CH3:1][c:2]1[cH:3][c:4]([S:9][c:10]2[c:11]([CH:28]([CH3:29])[CH3:30])[n:12][c:13]([CH3:27])[n:14]2[CH2:15][O:16][CH2:17][CH2:18][O:19][C:20]([CH2:21][CH2:22][C:23](=[O:24])[O:25][CH2:44][O:43][C:37]([C:38]([CH3:39])([CH3:40])[CH3:41])=[O:42])=[O:26])[cH:5][c:6]([CH3:8])[cH:7]1. Starting materials: C1(=CC=CC=C1)C1=NC2=CC=CC=C2C(=N1)C(=O)OCC (ethyl 2-phenylquinazoline-4-carboxylate), C(CCC)[Li] (butyllithium), CC1CNCCC1 (3-methylpiperidine), solution. Run in CCCCCC (hexane), O1CCCC1 (tetrahydrofuran). Yields the product CC1CN(CCC1)C(=O)C1=NC(=NC2=CC=CC=C12)C1=CC=CC=C1 (3-methyl-1-[(2-phenylquinazolin-4-yl)-carbonyl]-piperidine). RXN SMILES: [C:1]1([C:7]2[N:16]=[C:15]([C:17]([O:19]CC)=O)[C:14]3[C:9](=[CH:10][CH:11]=[CH:12][CH:13]=3)[N:8]=2)[CH:6]=[CH:5][CH:4]=[CH:3][CH:2]=1.[CH3:22][CH:23]1[CH2:28][CH2:27][CH2:26][NH:25][CH2:24]1.C([Li])CCC>CCCCCC.O1CCCC1>[CH3:22][CH:23]1[CH2:28][CH2:27][CH2:26][N:25]([C:17]([C:15]2[C:14]3[C:9](=[CH:10][CH:11]=[CH:12][CH:13]=3)[N:8]=[C:7]([C:1]3[CH:2]=[CH:3][CH:4]=[CH:5][CH:6]=3)[N:16]=2)=[O:19])[CH2:24]1. Reported procedure: The procedure of Example 24 is followed using ethyl 2-phenylquinazoline-4-carboxylate (3 g), 3-methylpiperidine (3 ml), a 1.6M solution of butyllithium in hexane (15 ml) and tetrahydrofuran (20 ml) as the starting materials. After recrystallisation from isopropyl ether, 3-methyl-1-[(2-phenylquinazolin-4-yl)-carbonyl]piperidine (1 g), melting at 116° C., is obtained. Reactants: [Br-], OCCCBr, CCCC[N+](CCCC)(CCCC)CCCC, COC(C)(C)C, Oc1c(Cl)cc(OCC=C(Cl)Cl)cc1Cl, [Na+], [OH-], O, O=S(=O)(O)O. The product is OCCCOc1c(Cl)cc(OCC=C(Cl)Cl)cc1Cl. RXN SMILES: [Br-:28].[Br:1][CH2:2][CH2:3][CH2:4][OH:5].[CH2:29]([N+:30]([CH2:31][CH2:32][CH2:33][CH3:34])([CH2:35][CH2:36][CH2:37][CH3:38])[CH2:39][CH2:40][CH2:41][CH3:42])[CH2:43][CH2:44][CH3:45].[CH3:47][O:48][C:49]([CH3:50])([CH3:51])[CH3:52].[Cl:6][c:7]1[c:8]([OH:20])[c:9]([Cl:19])[cH:10][c:11]([O:13][CH2:14][CH:15]=[C:16]([Cl:17])[Cl:18])[cH:12]1.[Na+:22].[OH-:21].[OH2:46].[S:23](=[O:24])(=[O:25])([OH:26])[OH:27]>>[CH2:2]([CH2:3][CH2:4][OH:5])[O:20][c:8]1[c:7]([Cl:6])[cH:12][c:11]([O:13][CH2:14][CH:15]=[C:16]([Cl:17])[Cl:18])[cH:10][c:9]1[Cl:19]. The reactants are Nafion, C1CCCCC1 (cyclohexane). Solvent: [N+](=O)(O)[O-] (nitric acid), O (water). Run at time 0.5 hour. Yields the product C1CCCCCCCCCCC1 (cyclododecane), hydrocarbon. Reaction SMILES: [CH2:1]1[CH2:6][CH2:5][CH2:4][CH2:3][CH2:2]1>[N+]([O-])(O)=O.O>[CH2:2]1[CH2:3][CH2:4][CH2:5][CH2:6][CH2:1][CH2:2][CH2:3][CH2:4][CH2:5][CH2:6][CH2:1]1. Procedure details: For the dialysis cell experiments, the Nafion* membrane was routinely prepared by boiling for 0.5 hr. in 10% nitric acid, then boiling briefly in distilled water. For the flow reactor, the membrane tubing was initially prepared by flushing both "tubes" with 10% nitric acid at 60°. Thereafter the reactor was flushed with feed (e.g. cyclohexane) and water (in the appropriate "tubes") at the conclusion of each reaction. For the reactions utilizing cyclohexane, flow in both "tubes" was provided by a... Reactants: CN(C)C(=O)CN1CCNCC1, CCOc1ccc(C(C)(C)C#N)cc1C1=NC(c2ccc(Cl)cc2)C(c2ccc(Cl)cc2)N1C(=O)Cl. The product is CCOc1ccc(C(C)(C)C#N)cc1C1=NC(c2ccc(Cl)cc2)C(c2ccc(Cl)cc2)N1C(=O)N1CCN(CC(=O)N(C)C)CC1. As a reaction SMILES: [CH3:37][N:38]([C:39]([CH2:40][N:41]1[CH2:42][CH2:43][NH:44][CH2:45][CH2:46]1)=[O:47])[CH3:48].[Cl:1][c:2]1[cH:3][cH:4][c:5]([CH:8]2[N:9]=[C:10]([c:23]3[c:24]([O:34][CH2:35][CH3:36])[cH:25][cH:26][c:27]([C:29]([CH3:30])([CH3:31])[C:32]#[N:33])[cH:28]3)[N:11]([C:20](=[O:21])[Cl:22])[CH:12]2[c:13]2[cH:14][cH:15][c:16]([Cl:19])[cH:17][cH:18]2)[cH:6][cH:7]1>>[Cl:1][c:2]1[cH:3][cH:4][c:5]([CH:8]2[N:9]=[C:10]([c:23]3[c:24]([O:34][CH2:35][CH3:36])[cH:25][cH:26][c:27]([C:29]([CH3:30])([CH3:31])[C:32]#[N:33])[cH:28]3)[N:11]([C:20](=[O:21])[N:44]3[CH2:43][CH2:42][N:41]([CH2:40][C:39]([N:38]([CH3:37])[CH3:48])=[O:47])[CH2:46][CH2:45]3)[CH:12]2[c:13]2[cH:14][cH:15][c:16]([Cl:19])[cH:17][cH:18]2)[cH:6][cH:7]1. Starting materials: C(C)(=O)O[C@@H]1[C@@H]([C@@H](OC)O[C@@H]([C@H]1OC(C)=O)COC(C)=O)Cl (Methyl 3,4,6-tri-O-acetyl-2-chloro-2-deoxy-α-D-mannopyranoside), C[O-].[Na+] (sodium methoxide), C(Cl)(Cl)Cl.CO (chloroform methanol). Solvent: CO (methanol). Product: Cl[C@@H]1[C@@H](OC)O[C@@H]([C@H]([C@@H]1O)O)CO (Methyl 2-chloro-2-deoxy-α-D-mannopyranoside). Yield: 90.8%. RXN SMILES: C([O:4][C@H:5]1[C@H:12]([O:13]C(=O)C)[C@@H:11]([CH2:17][O:18]C(=O)C)[O:10][C@H:7]([O:8][CH3:9])[C@H:6]1[Cl:22])(=O)C.C[O-].[Na+].C(Cl)(Cl)Cl.CO>CO>[Cl:22][C@H:6]1[C@@H:5]([OH:4])[C@H:12]([OH:13])[C@@H:11]([CH2:17][OH:18])[O:10][C@@H:7]1[O:8][CH3:9] |f:1.2,3.4|. Procedure details: A solution of (5) (1 g) in dry methanol (50 ml) was treated with a catalytic amount of sodium methoxide at room temperature for 24 h. T.l.c. (chloroform-methanol, 6:1) showed one product. The solution was deionised by shaking with Amberlyst--15 resin (Trade Mark) and concentrated to give (6) (0.57 g, 90%) as a syrup [α]D +59.9 (c 1.05, water). Starting materials: C(C)N1C(C(CC1COC(C1=CC=CC=C1)(C1=CC=CC=C1)C1=CC=CC=C1)(C)C)=O (1-ethyl-3,3-dimethyl-5-{[(triphenylmethyl)oxy]methyl}-2-pyrrolidinone). The solvent is CO (methanol). Conditions: time 4 day. The product is C(C)N1C(C(CC1CO)(C)C)=O (1-ethyl-5-(hydroxymethyl)-3,3-dimethyl-2-pyrrolidinone). Yield: 84.1%. Reaction SMILES: [CH2:1]([N:3]1[CH:7]([CH2:8][O:9]C(C2C=CC=CC=2)(C2C=CC=CC=2)C2C=CC=CC=2)[CH2:6][C:5]([CH3:30])([CH3:29])[C:4]1=[O:31])[CH3:2]>CO>[CH2:1]([N:3]1[CH:7]([CH2:8][OH:9])[CH2:6][C:5]([CH3:30])([CH3:29])[C:4]1=[O:31])[CH3:2]. Procedure: Amberlyst 15® (5.56 g, 26.1 mmol) was washed three times with methanol and then a solution of 1-ethyl-3,3-dimethyl-5-{[(triphenylmethyl)oxy]methyl}-2-pyrrolidinone (1.08 g, 2.61 mmol) in methanol (50 ml) was added. The mixture was left to stand for 4 days at room temperature and then the resin was removed by filtration (washing with methanol). The combined methanol fractions were concentrated to give a crude oil (1.62 g) which was purified by automated flash silica-gel column chromatography (Bio...